From a dataset of the Open Reaction Database (ORD), a public repository of structured organic reaction records. describe an organic reaction: reactants, conditions, products, and yield Starting materials: Cc1ccc(-c2c(OCCOc3ncc(Br)cn3)nn(C)c2NS(=O)(=O)c2ccc(C(C)(C)C)cc2)cc1, [Li]CCCC, CN(C)C=O, C1CCOC1. Product: Cc1ccc(-c2c(OCCOc3ncc(C=O)cn3)nn(C)c2NS(=O)(=O)c2ccc(C(C)(C)C)cc2)cc1. Reaction SMILES: [Br:1][c:2]1[cH:3][n:4][c:5]([O:8][CH2:9][CH2:10][O:11][c:12]2[n:13][n:14]([CH3:38])[c:15]([NH:24][S:25](=[O:26])(=[O:27])[c:28]3[cH:29][cH:30][c:31]([C:34]([CH3:35])([CH3:36])[CH3:37])[cH:32][cH:33]3)[c:16]2-[c:17]2[cH:18][cH:19][c:20]([CH3:23])[cH:21][cH:22]2)[n:6][cH:7]1.[CH2:39]([Li:40])[CH2:41][CH2:42][CH3:43].[CH3:44][N:45]([CH:46]=[O:47])[CH3:48].[O:49]1[CH2:50][CH2:51][CH2:52][CH2:53]1>>[c:2]1([CH:46]=[O:47])[cH:3][n:4][c:5]([O:8][CH2:9][CH2:10][O:11][c:12]2[n:13][n:14]([CH3:38])[c:15]([NH:24][S:25](=[O:26])(=[O:27])[c:28]3[cH:29][cH:30][c:31]([C:34]([CH3:35])([CH3:36])[CH3:37])[cH:32][cH:33]3)[c:16]2-[c:17]2[cH:18][cH:19][c:20]([CH3:23])[cH:21][cH:22]2)[n:6][cH:7]1. The reactants are C(C)C1=CC=C(C=C1)C1CC(CN(C1)C(=O)N1CCOCC1)C(=O)O (5-(4-Ethylphenyl)-1-(morpholin-4-ylcarbonyl)piperidine-3-carboxylic acid), ON=C(N)C1=CC(=CC=C1)OC (N′-hydroxy-3-methoxybenzenecarboximidamide). The product is C(C)C1=CC=C(C=C1)C1CN(CC(C1)C1=NC(=NO1)C1=CC(=CC=C1)OC)C(=O)N1CCOCC1 (4-({3-(4-Ethylphenyl)-5-[3-(3-methoxyphenyl)-1,2,4-oxadiazol-5-yl]piperidin-1-yl}carbonyl)-morpholine). Reaction SMILES: [CH2:1]([C:3]1[CH:8]=[CH:7][C:6]([CH:9]2[CH2:14][N:13]([C:15]([N:17]3[CH2:22][CH2:21][O:20][CH2:19][CH2:18]3)=[O:16])[CH2:12][CH:11]([C:23]([OH:25])=O)[CH2:10]2)=[CH:5][CH:4]=1)[CH3:2].O[N:27]=[C:28]([C:30]1[CH:35]=[CH:34][CH:33]=[C:32]([O:36][CH3:37])[CH:31]=1)[NH2:29]>>[CH2:1]([C:3]1[CH:8]=[CH:7][C:6]([CH:9]2[CH2:10][CH:11]([C:23]3[O:25][N:29]=[C:28]([C:30]4[CH:35]=[CH:34][CH:33]=[C:32]([O:36][CH3:37])[CH:31]=4)[N:27]=3)[CH2:12][N:13]([C:15]([N:17]3[CH2:18][CH2:19][O:20][CH2:21][CH2:22]3)=[O:16])[CH2:14]2)=[CH:5][CH:4]=1)[CH3:2]. Reported procedure: 69 mg (0.20 mmol) of 5-(4-ethylphenyl)-1-(morpholin-4-ylcarbonyl)piperidine-3-carboxylic acid (Example 38A) and 37 mg (0.22 mmol, 1.2 eq.) of N′-hydroxy-3-methoxybenzenecarboximidamide were reacted according to the General Method 1. Yield: The product is COC(C1=CC(=C(C=C1)NC(C(C1CCCCC1)N1C(=NC2=C1C=C(C(=C2)F)F)C2=CC=C(C=C2)Cl)=O)Cl)=O (3-Chloro-4-{2-[2-(4-chloro-phenyl)-5,6-difluoro-benzoimidazol-1-yl]-2-cyclohexyl-acetylamino}-benzoic acid methyl ester). As a reaction SMILES: [CH2:1]([O:3][C:4](=[O:39])[C:5]1[CH:10]=[CH:9][C:8]([NH:11][C:12](=[O:38])[CH:13]([N:20]2[C:24]3[CH:25]=[C:26]([F:30])[C:27]([F:29])=[CH:28][C:23]=3[N:22]=[C:21]2[C:31]2[CH:36]=[CH:35][C:34]([Cl:37])=[CH:33][CH:32]=2)[CH:14]2[CH2:19][CH2:18][CH2:17][CH2:16][CH2:15]2)=[CH:7][CH:6]=1)C.[Cl:40]C1C=CC(C2N(C(C3CCCCC3)C(O)=O)C3C=C(F)C(F)=CC=3N=2)=CC=1.NC1C=CC(C(OC)=O)=CC=1Cl>>[CH3:1][O:3][C:4](=[O:39])[C:5]1[CH:10]=[CH:9][C:8]([NH:11][C:12](=[O:38])[CH:13]([N:20]2[C:24]3[CH:25]=[C:26]([F:30])[C:27]([F:29])=[CH:28][C:23]=3[N:22]=[C:21]2[C:31]2[CH:32]=[CH:33][C:34]([Cl:37])=[CH:35][CH:36]=2)[CH:14]2[CH2:19][CH2:18][CH2:17][CH2:16][CH2:15]2)=[C:7]([Cl:40])[CH:6]=1. Reported procedure: This compound was prepared in analogy to example 22, intermediate d, from [2-(4-chloro-phenyl)-5,6-difluoro-benzoimidazol-1-yl]-cyclohexyl-acetic acid and methyl 4-amino-3-chlorobenzoate. Starting materials: C(C)OC(C1=CC=C(C=C1)NC(C(C1CCCCC1)N1C(=NC2=C1C=C(C(=C2)F)F)C2=CC=C(C=C2)Cl)=O)=O (4-{2-[2-(4-chloro-phenyl)-5,6-difluoro-benzoimidazol-1-yl]-2-cyclohexyl-acetylamino}-benzoic acid ethyl ester), ClC1=CC=C(C=C1)C1=NC2=C(N1C(C(=O)O)C1CCCCC1)C=C(C(=C2)F)F ([2-(4-chloro-phenyl)-5,6-difluoro-benzoimidazol-1-yl]-cyclohexyl-acetic acid), NC1=C(C=C(C(=O)OC)C=C1)Cl (methyl 4-amino-3-chlorobenzoate). The reactants are Fc1cnc(Cl)nc1, CC(c1ccc(B2OC(C)(C)C(C)(C)O2)cc1)N1CCC(CC(C)(C)O)(c2ccccc2)OC1=O. Product: CC(c1ccc(-c2ncc(F)cn2)cc1)N1CCC(CC(C)(C)O)(c2ccccc2)OC1=O. As a reaction SMILES: [Cl:36][c:37]1[n:38][cH:39][c:40]([F:43])[cH:41][n:42]1.[OH:1][C:2]([CH2:3][C:4]1([c:28]2[cH:29][cH:30][cH:31][cH:32][cH:33]2)[CH2:5][CH2:6][N:7]([CH:11]([CH3:12])[c:13]2[cH:14][cH:15][c:16]([B:19]3[O:20][C:21]([CH3:22])([CH3:23])[C:24]([CH3:25])([CH3:26])[O:27]3)[cH:17][cH:18]2)[C:8](=[O:10])[O:9]1)([CH3:34])[CH3:35]>>[OH:1][C:2]([CH2:3][C:4]1([c:28]2[cH:29][cH:30][cH:31][cH:32][cH:33]2)[CH2:5][CH2:6][N:7]([CH:11]([CH3:12])[c:13]2[cH:14][cH:15][c:16](-[c:37]3[n:38][cH:39][c:40]([F:43])[cH:41][n:42]3)[cH:17][cH:18]2)[C:8](=[O:10])[O:9]1)([CH3:34])[CH3:35]. The reactants are FC(C=1C=C(C=CC1)N1CCN(CC1)CCN1C=NC2=CC=CC=C2C1=O)(F)F (3-(2-(4-(3-(trifluoromethyl)phenyl)piperazine-1-yl)ethyl) quinazoline-4 (3H)-one), COC1=C(C=CC=C1)N1CCNCC1 (1-(2-methoxyphenyl)piperazine). Product: COC1=C(C=CC=C1)N1CCN(CC1)CCN1C=NC2=CC=CC=C2C1=O (3-(2-(4-(2-methoxyphenyl)piperazine-1-yl)ethyl)quinazoline-4 (3H)-one). As a reaction SMILES: FC(F)(F)[C:3]1[CH:4]=[C:5]([N:9]2[CH2:14][CH2:13][N:12]([CH2:15][CH2:16][N:17]3[C:26](=[O:27])[C:25]4[C:20](=[CH:21][CH:22]=[CH:23][CH:24]=4)[N:19]=[CH:18]3)[CH2:11][CH2:10]2)[CH:6]=[CH:7][CH:8]=1.[CH3:30][O:31]C1C=CC=CC=1N1CCNCC1>>[CH3:30][O:31][C:6]1[CH:7]=[CH:8][CH:3]=[CH:4][C:5]=1[N:9]1[CH2:14][CH2:13][N:12]([CH2:15][CH2:16][N:17]2[C:26](=[O:27])[C:25]3[C:20](=[CH:21][CH:22]=[CH:23][CH:24]=3)[N:19]=[CH:18]2)[CH2:11][CH2:10]1. Reported procedure: This compound was prepared in compliance with the procedure described in 1c, using 1-(2-methoxyphenyl)piperazine instead of 1-(3-(trifluoromethyl)phenyl)piperazine.